From a dataset of the Open Reaction Database (ORD), a public repository of structured organic reaction records. describe an organic reaction: reactants, conditions, products, and yield Product: C[Si](C)(C)CC[Si](C)(C)CCCOCC(O)CN1CCOCC1. The reactants are C1COCCN1, CCO, C[Si](C)(C)CC[Si](C)(C)CCCOCC1CO1. As a reaction SMILES: [CH2:1]1[CH2:2][O:3][CH2:4][CH2:5][NH:6]1.[CH3:24][CH2:25][OH:26].[CH3:7][Si:8]([CH2:9][CH2:10][CH2:11][O:12][CH2:13][CH:14]1[O:15][CH2:16]1)([CH2:17][CH2:18][Si:19]([CH3:20])([CH3:21])[CH3:22])[CH3:23]>>[CH2:1]1[CH2:2][O:3][CH2:4][CH2:5][N:6]1[CH2:16][CH:14]([CH2:13][O:12][CH2:11][CH2:10][CH2:9][Si:8]([CH3:7])([CH2:17][CH2:18][Si:19]([CH3:20])([CH3:21])[CH3:22])[CH3:23])[OH:15]. The reactants are C1(CC1)S(=O)(=O)C1=CC=C(C=C1)C(C(CCC(=O)C=1SC(=CN1)C(C(F)(F)F)O)=O)CC1CCOCC1 (5-[4-(cyclopropylsulfonyl)phenyl]-6-(tetrahydro-2H-pyran-4-yl)-1-[5-(2,2,2-trifluoro-1-hydroxyethyl)-1,3-thiazol-2-yl]hexane-1,4-dione), C(C)(=O)[O-].[NH4+] (ammonium acetate), [OH-].[Na+] (sodium hydroxide). The solvent is C(C)(=O)O (acetic acid). Conditions: temperature 80 celsius, time 3 hour. Product: C1(CC1)S(=O)(=O)C1=CC=C(C=C1)C(CC1CCOCC1)C1=CC=C(N1)C=1SC(=CN1)C(C(F)(F)F)O (1-[2-(5-{1-[4-(cyclopropylsulfonyl)phenyl]-2-(tetrahydro-2H-pyran-4-yl)ethyl}-1H-pyrrol-2-yl)-1,3-thiazol-5-yl]-2,2,2-trifluoroethanol). Yield: 65.0%. Reaction SMILES: [CH:1]1([S:4]([C:7]2[CH:12]=[CH:11][C:10]([CH:13]([CH2:31][CH:32]3[CH2:37][CH2:36][O:35][CH2:34][CH2:33]3)[C:14](=O)[CH2:15][CH2:16][C:17]([C:19]3[S:20][C:21]([CH:24]([OH:29])[C:25]([F:28])([F:27])[F:26])=[CH:22][N:23]=3)=O)=[CH:9][CH:8]=2)(=[O:6])=[O:5])[CH2:3][CH2:2]1.C([O-])(=O)C.[NH4+:42].[OH-].[Na+]>C(O)(=O)C>[CH:1]1([S:4]([C:7]2[CH:12]=[CH:11][C:10]([CH:13]([C:14]3[NH:42][C:17]([C:19]4[S:20][C:21]([CH:24]([OH:29])[C:25]([F:28])([F:26])[F:27])=[CH:22][N:23]=4)=[CH:16][CH:15]=3)[CH2:31][CH:32]3[CH2:33][CH2:34][O:35][CH2:36][CH2:37]3)=[CH:9][CH:8]=2)(=[O:6])=[O:5])[CH2:3][CH2:2]1 |f:1.2,3.4|. Procedure: A mixture of 5-[4-(cyclopropylsulfonyl)phenyl]-6-(tetrahydro-2H-pyran-4-yl)-1-[5-(2,2,2-trifluoro-1-hydroxyethyl)-1,3-thiazol-2-yl]hexane-1,4-dione (0.45 g), ammonium acetate (0.31 g) and acetic acid (6 mL) was stirred at 80° C. for 3 hr. The reaction mixture was neutralized with 8M sodium hydroxide, and extracted with ethyl acetate. The ethyl acetate layer was washed with saturated brine, dried (MgSO4) and concentrated. The residue was subjected to basic silica gel column chromatography, and th...